Dataset: the Open Reaction Database (ORD), a public repository of structured organic reaction records. Task: describe an organic reaction: reactants, conditions, products, and yield Reactants: CC(C)(C)C=1C=C(C=C(C1)C(C)(C)C)S (3,5-Bis(1,1-dimethylethyl)benzenethiol), C12COCC2O1 (3,6-dioxabicyclo[3.1.0]hexane). The product is CC(C)(C)C=1C=C(C=C(C1)C(C)(C)C)S[C@H]1[C@@H](COC1)O (trans-4-[[3,5-bis(1,1-dimethylethyl)phenyl]thio]tetrahydro-3-furanol). Reaction SMILES: [CH3:1][C:2]([C:5]1[CH:6]=[C:7]([SH:15])[CH:8]=[C:9]([C:11]([CH3:14])([CH3:13])[CH3:12])[CH:10]=1)([CH3:4])[CH3:3].[CH:16]12[O:21][CH:20]1[CH2:19][O:18][CH2:17]2>>[CH3:4][C:2]([C:5]1[CH:6]=[C:7]([S:15][C@@H:20]2[CH2:19][O:18][CH2:17][C@H:16]2[OH:21])[CH:8]=[C:9]([C:11]([CH3:14])([CH3:13])[CH3:12])[CH:10]=1)([CH3:1])[CH3:3]. Procedure: 3,5-Bis(1,1-dimethylethyl)benzenethiol (0.0078 mole) and the title compound of Example 18 (0.0074 mole) are added to a degassed (Argon) solution of 50% sodium hydroxide (5 ml) and isopropyl alcohol (50 ml). The reaction is heated to reflux for 24 hours. The reaction is cooled to room temperature and poured into water (125 ml). The solution is made acidic with 1N hydrochloric acid and extracted 3 times with 100 ml of diethyl ether. The combined diethyl ether extracts are dried over anhydrous magn... Starting materials: C(C)(C)(C)OC(=O)NC1CC(CCC1OS(=O)(=O)C)C(=O)OCC (ethyl 3-(tert-butoxycarbonylamino)-4-(methylsulfonyloxy)cyclohexanecarboxylate), [N-]=[N+]=[N-].[Na+] (sodium azide). Run in C(C)(=O)OCC (ethyl acetate), CS(=O)C (dimethyl sulfoxide). Conditions: temperature 90 celsius, time 8 hour. Yields the product N(=[N+]=[N-])C1C(CC(CC1)C(=O)OCC)NC(=O)OC(C)(C)C (ethyl 4-azido-3-(tert-butoxycarbonylamino)-cyclohexanecarboxylate). Isolated yield 43.8%. RXN SMILES: [C:1]([O:5][C:6]([NH:8][CH:9]1[CH:14](OS(C)(=O)=O)[CH2:13][CH2:12][CH:11]([C:20]([O:22][CH2:23][CH3:24])=[O:21])[CH2:10]1)=[O:7])([CH3:4])([CH3:3])[CH3:2].[N-:25]=[N+:26]=[N-:27].[Na+]>CS(C)=O.C(OCC)(=O)C>[N:25]([CH:14]1[CH2:13][CH2:12][CH:11]([C:20]([O:22][CH2:23][CH3:24])=[O:21])[CH2:10][CH:9]1[NH:8][C:6]([O:5][C:1]([CH3:4])([CH3:3])[CH3:2])=[O:7])=[N+:26]=[N-:27] |f:1.2|. Procedure: To a solution of Racemate-ethyl 3-(tert-butoxycarbonylamino)-4-(methylsulfonyloxy)cyclohexanecarboxylate (11.0 g, 30 mmol) in dimethyl sulfoxide (110 mL) was added sodium azide (20 g, 300 mmol), and the mixture was stirred at 90° C. overnight under N2. The solution was cooled to ˜30° C., dissolved in ethyl acetate (˜500 mL), washed with water (500 mL×5) and brine, dried over anhydrous sodium sulfate, filtered and concentrated. The residue was purified by silica gel column chromatography (petrole... Starting materials: COC(=O)C1=NN(C(=N1)CCl)C1=C(C=C(C=C1)Cl)C(C1=CC=CC=C1)=O (1-(2-benzoyl-4-chlorophenyl)-5-(chloromethyl)-1H-1,2,4-triazole-3-carboxylic acid methyl ester), [I-].[Na+] (sodium iodide). Solvent: CC(=O)C (acetone). The product is COC(=O)C1=NN(C(=N1)CI)C1=C(C=C(C=C1)Cl)C(C1=CC=CC=C1)=O (1-(2-benzoyl-4-chlorophenyl)-5-(iodomethyl)-1H-1,2,4-triazole-3-carboxylic acid methyl ester). As a reaction SMILES: [CH3:1][O:2][C:3]([C:5]1[N:9]=[C:8]([CH2:10]Cl)[N:7]([C:12]2[CH:17]=[CH:16][C:15]([Cl:18])=[CH:14][C:13]=2[C:19](=[O:26])[C:20]2[CH:25]=[CH:24][CH:23]=[CH:22][CH:21]=2)[N:6]=1)=[O:4].[I-:27].[Na+]>CC(C)=O>[CH3:1][O:2][C:3]([C:5]1[N:9]=[C:8]([CH2:10][I:27])[N:7]([C:12]2[CH:17]=[CH:16][C:15]([Cl:18])=[CH:14][C:13]=2[C:19](=[O:26])[C:20]2[CH:25]=[CH:24][CH:23]=[CH:22][CH:21]=2)[N:6]=1)=[O:4] |f:1.2|. Procedure: A solution of 51.6 g (0.132 mole) of 1-(2-benzoyl-4-chlorophenyl)-5-(chloromethyl)-1H-1,2,4-triazole-3-carboxylic acid methyl ester and 29.8 g (0.198 mole) of sodium iodide in 1000 ml of acetone is refluxed for 45 minutes. The reaction mixture is thereupon concentrated in vacuo. Water is added to the residue and extraction is performed twice with methylene chloride. The organic phase is washed once with diluted aqueous sodium bisulphate solution and twice with saturated sodium chloride solution;... Reactants: Brc1ccc(Br)nc1, OCCN1CCCC1. Product: Brc1ccc(OCCN2CCCC2)nc1. As a reaction SMILES: [Br:9][c:10]1[n:11][cH:12][c:13]([Br:16])[cH:14][cH:15]1.[OH:1][CH2:2][CH2:3][N:4]1[CH2:5][CH2:6][CH2:7][CH2:8]1>>[O:1]([CH2:2][CH2:3][N:4]1[CH2:5][CH2:6][CH2:7][CH2:8]1)[c:10]1[n:11][cH:12][c:13]([Br:16])[cH:14][cH:15]1. The reactants are C(=O)(OC(C)(C)C)N1CC2=C(CC1)SC(=C2)Br (N-Boc-2-bromo-4,5,6,7-tetrahydrothieno[3,2-c]pyridine), C1(=CC=CC=C1)B(O)O (phenyl boronic acid), C(=O)(O)[O-].[Na+] (NaHCO3). Reagents/catalysts: C1=CC=C(C=C1)P(C2=CC=CC=C2)C3=CC=CC=C3.C1=CC=C(C=C1)P(C2=CC=CC=C2)C3=CC=CC=C3.C1=CC=C(C=C1)P(C2=CC=CC=C2)C3=CC=CC=C3.C1=CC=C(C=C1)P(C2=CC=CC=C2)C3=CC=CC=C3.[Pd] (tetrakis(triphenylphosphine)palladium(O)). Solvent: COCCOC (DME), O (water). Yields the product C(=O)(OC(C)(C)C)N1CC2=C(CC1)SC(=C2)C2=CC=CC=C2 (N-Boc-2-phenyl-4,5,6,7-tetrahydrothieno[3,2-c]pyridine). RXN SMILES: [C:1]([N:8]1[CH2:13][CH2:12][C:11]2[S:14][C:15](Br)=[CH:16][C:10]=2[CH2:9]1)([O:3][C:4]([CH3:7])([CH3:6])[CH3:5])=[O:2].[C:18]1(B(O)O)[CH:23]=[CH:22][CH:21]=[CH:20][CH:19]=1.C([O-])(O)=O.[Na+]>COCCOC.O.C1C=CC(P(C2C=CC=CC=2)C2C=CC=CC=2)=CC=1.C1C=CC(P(C2C=CC=CC=2)C2C=CC=CC=2)=CC=1.C1C=CC(P(C2C=CC=CC=2)C2C=CC=CC=2)=CC=1.C1C=CC(P(C2C=CC=CC=2)C2C=CC=CC=2)=CC=1.[Pd]>[C:1]([N:8]1[CH2:13][CH2:12][C:11]2[S:14][C:15]([C:18]3[CH:23]=[CH:22][CH:21]=[CH:20][CH:19]=3)=[CH:16][C:10]=2[CH2:9]1)([O:3][C:4]([CH3:7])([CH3:6])[CH3:5])=[O:2] |f:2.3,6.7.8.9.10|. Procedure: A solution of N-Boc-2-bromo-4,5,6,7-tetrahydrothieno[3,2-c]pyridine (Step 1; 637 mg, 0.2 mmol), phenyl boronic acid (244 mg, 0.2 mmol), NaHCO3 (504 mg, 6 mmol) and tetrakis(triphenylphosphine)palladium(O) (116 mg, 0.1 mmol) in DME (10 mL) and water (10 mL) was heated to 80° C. for 20 h. The mixture was partitioned between water and EtOAc, washed with aqueous NaHCO3, water (2×) then brine, dried and evaporated. Column chromatography of the residue (silica gel; hexane/EtOAc 95:5) afforded the titl... The reactants are ClC=1C(=CC=2C(=NC=3N(C=C(C(C3C2)=O)C(=O)O)C)C1)F (8-chloro-7-fluoro-1-methyl-4-oxo-1,4-dihydro-benzo[b][1,8]naphthyridine-3-carboxylic acid), solid, N1CCNCC1 (piperazine). Solvent: N1=CC=CC=C1 (pyridine). Yields the product FC1=CC=2C(=NC=3N(C=C(C(C3C2)=O)C(=O)O)C)C=C1N1CCNCC1 (7-Fluoro-1-methyl-4-oxo-8-(1-piperazinyl)-1,4-dihydro-benzo[b][1,8]naphthyridine-3-carboxylic acid), O.FC1=CC=2C(=NC=3N(C=C(C(C3C2)=O)C(=O)O)C)C=C1N1CCNCC1.FC1=CC=2C(=NC=3N(C=C(C(C3C2)=O)C(=O)O)C)C=C1N1CCNCC1 (7-fluoro-1-methyl-4-oxo-8-(1-piperazinyl)-1,4-dihydro-benzo[b][1,8]naphthyridine-3-carboxylic acid hemihydrate). Isolated yield 92.3%. Reaction SMILES: Cl[C:2]1[C:3]([F:21])=[CH:4][C:5]2[C:6]([CH:20]=1)=[N:7][C:8]1[N:9]([CH3:19])[CH:10]=[C:11]([C:16]([OH:18])=[O:17])[C:12](=[O:15])[C:13]=1[CH:14]=2.[NH:22]1[CH2:27][CH2:26][NH:25][CH2:24][CH2:23]1>N1C=CC=CC=1>[F:21][C:3]1[C:2]([N:22]2[CH2:27][CH2:26][NH:25][CH2:24][CH2:23]2)=[CH:20][C:6]2=[N:7][C:8]3[N:9]([CH3:19])[CH:10]=[C:11]([C:16]([OH:18])=[O:17])[C:12](=[O:15])[C:13]=3[CH:14]=[C:5]2[CH:4]=1.[OH2:15].[F:21][C:3]1[C:2]([N:22]2[CH2:27][CH2:26][NH:25][CH2:24][CH2:23]2)=[CH:20][C:6]2=[N:7][C:8]3[N:9]([CH3:19])[CH:10]=[C:11]([C:16]([OH:18])=[O:17])[C:12](=[O:15])[C:13]=3[CH:14]=[C:5]2[CH:4]=1.[F:21][C:3]1[C:2]([N:22]2[CH2:27][CH2:26][NH:25][CH2:24][CH2:23]2)=[CH:20][C:6]2=[N:7][C:8]3[N:9]([CH3:19])[CH:10]=[C:11]([C:16]([OH:18])=[O:17])[C:12](=[O:15])[C:13]=3[CH:14]=[C:5]2[CH:4]=1 |f:4.5.6|. Procedure details: 7-Fluoro-1-methyl-4-oxo-8-(1-piperazinyl)-1,4-dihydro-benzo[b][1,8]naphthyridine-3-carboxylic acid is prepared under the conditions of Reference Example 1 but starting from 10 g of 8-chloro-7-fluoro-1-methyl-4-oxo-1,4-dihydro-benzo[b][1,8]naphthyridine-3-carboxylic acid and 28 g of piperazine in 100 cm3 of pyridine. 5.5 g of 7-fluoro-1-methyl-4-oxo-8-(1-piperazinyl)-1,4-dihydro-benzo[b][1,8]naphthyridine-3-carboxylic acid hemihydrate are obtained in the form of a yellow solid melting at 370°-375... Starting materials: 6-[(3,4-trans)-1-benzyl-4-methylpyrrolidin-3-yl]-1-(2-methoxyphenyl)-1,5-dihydro-4H-pyrazolo[3,4-d]pyrimidin-4-one, NC1=C(C=NN1C1CCCC1)C(=O)N (5-amino-1-cyclopentyl-1H-pyrazole-4-carboxamide), C(C1=CC=CC=C1)N1CC(CC1)C(=O)OC (methyl 1-benzylpyrrolidine-3-carboxylate). The product is C(C1=CC=CC=C1)N1CC(CC1)C=1NC(C2=C(N1)N(N=C2)C2CCCC2)=O (6-(1-benzylpyrrolidin-3-yl)-1-cyclopentyl-1,5-dihydro-4H-pyrazolo[3,4-d]pyrimidin-4-one). As a reaction SMILES: [NH2:1][C:2]1[N:6]([CH:7]2[CH2:11][CH2:10][CH2:9][CH2:8]2)[N:5]=[CH:4][C:3]=1[C:12]([NH2:14])=[O:13].[CH2:15]([N:22]1[CH2:26][CH2:25][CH:24]([C:27](OC)=O)[CH2:23]1)[C:16]1[CH:21]=[CH:20][CH:19]=[CH:18][CH:17]=1>>[CH2:15]([N:22]1[CH2:26][CH2:25][CH:24]([C:27]2[NH:14][C:12](=[O:13])[C:3]3[CH:4]=[N:5][N:6]([CH:7]4[CH2:11][CH2:10][CH2:9][CH2:8]4)[C:2]=3[N:1]=2)[CH2:23]1)[C:16]1[CH:21]=[CH:20][CH:19]=[CH:18][CH:17]=1. Procedure details: Following the procedure for the preparation of 6-[(3,4-trans)-1-benzyl-4-methylpyrrolidin-3-yl]-1-(2-methoxyphenyl)-1,5-dihydro-4H-pyrazolo[3,4-d]pyrimidin-4-one but substituting 5-amino-1-cyclopentyl-1H-pyrazole-4-carboxamide and methyl 1-benzylpyrrolidine-3-carboxylate provided the title compound. 400 MHz 1H NMR (CDCl3) δ 8.01 (s, 1H), 7.39-7.32 (m, 4H), 7.27-7.23 (m, 1H), 5.12-5.09 (m, 1H), 3.84 (d, J=12.4 Hz, 1H), 3.61 (d, J=12.4 Hz, 1H), 3.30-3.26 (m, 1H), 3.18-3.14 (m, 1H), 3.01 (d, J=9.9 ... Reactants: C(C)(=O)OC(C)(C)C (t-butyl acetate), ClC=1SC2=C(N1)C(=CC=C2)Cl (2,4-dichloro-benzothiazole), C[Si](C)(C)[N-][Si](C)(C)C.[Li+] (lithium bis(trimethylsilyl)amide). Reaction SMILES: [C:1]([O:4][C:5]([CH3:8])([CH3:7])[CH3:6])(=[O:3])[CH3:2].C[Si]([N-][Si](C)(C)C)(C)C.[Li+].Cl[C:20]1[S:21][C:22]2[CH:28]=[CH:27][CH:26]=[C:25]([Cl:29])[C:23]=2[N:24]=1>C1COCC1>[Cl:29][C:25]1[C:23]2[N:24]=[C:20]([CH2:2][C:1]([O:4][C:5]([CH3:8])([CH3:7])[CH3:6])=[O:3])[S:21][C:22]=2[CH:28]=[CH:27][CH:26]=1 |f:1.2|. The solvent is C1CCOC1 (THF), C1CCOC1 (THF). Reaction conditions: time 30 minute. The yield is 99.4%. Reported procedure: A 1-Liter, 3-necked round bottomed flask fitted with a nitrogen inlet, a 500 mL addition funnel and a septum stopper was charged with t-butyl acetate (26.8 mL, 200 mmol) and anhydrous THF (50 mL). Upon cooling in a dry ice-acetone bath, to the mixture was added lithium bis(trimethylsilyl)amide (1M, THF solution) (200 mL, 200 mmol) via syringe over 15 min. After stirring at that temperature for 30 minutes, to the mixture was added a solution of 2,4-dichloro-benzothiazole (8.15 g, 40 mmol) in THF ... The product is ClC1=CC=CC2=C1N=C(S2)CC(=O)OC(C)(C)C (t-butyl 2-(4-chlorobenzo[d]thiazol-2-yl)acetate). Reactants: CCOC(=O)C1(S(=O)(=O)c2ccc(OC)cc2)CCN(Cc2ccc(-c3ccccn3)cc2)CC1, C1CCOC1, CO, [Na+], [OH-]. As a reaction SMILES: [CH2:1]([CH3:2])[O:3][C:4](=[O:5])[C:6]1([S:25](=[O:26])(=[O:27])[c:28]2[cH:29][cH:30][c:31]([O:34][CH3:35])[cH:32][cH:33]2)[CH2:7][CH2:8][N:9]([CH2:12][c:13]2[cH:14][cH:15][c:16](-[c:19]3[n:20][cH:21][cH:22][cH:23][cH:24]3)[cH:17][cH:18]2)[CH2:10][CH2:11]1.[CH2:36]1[O:37][CH2:38][CH2:39][CH2:40]1.[CH3:41][OH:42].[Na+:44].[OH-:43]>>[O:3]=[C:4]([OH:5])[C:6]1([S:25](=[O:26])(=[O:27])[c:28]2[cH:29][cH:30][c:31]([O:34][CH3:35])[cH:32][cH:33]2)[CH2:7][CH2:8][N:9]([CH2:12][c:13]2[cH:14][cH:15][c:16](-[c:19]3[n:20][cH:21][cH:22][cH:23][cH:24]3)[cH:17][cH:18]2)[CH2:10][CH2:11]1. Yields the product COc1ccc(S(=O)(=O)C2(C(=O)O)CCN(Cc3ccc(-c4ccccn4)cc3)CC2)cc1.